From a dataset of the Open Reaction Database (ORD), a public repository of structured organic reaction records. describe an organic reaction: reactants, conditions, products, and yield Reaction SMILES: [CH2:31]1[O:32][CH2:33][CH2:34][CH2:35]1.[CH3:1][O:2][C:3]([c:4]1[cH:5][c:6](-[c:10]2[cH:11][c:12]([C:20]([CH3:21])([CH3:22])[S:23](=[O:24])(=[O:25])[CH3:26])[cH:13][c:14]3[cH:15][cH:16][cH:17][n:18][c:19]23)[cH:7][cH:8][cH:9]1)=[O:27].[ClH:30].[Li+:29].[OH-:28]>>[O:2]=[C:3]([c:4]1[cH:5][c:6](-[c:10]2[cH:11][c:12]([C:20]([CH3:21])([CH3:22])[S:23](=[O:24])(=[O:25])[CH3:26])[cH:13][c:14]3[cH:15][cH:16][cH:17][n:18][c:19]23)[cH:7][cH:8][cH:9]1)[OH:27]. Starting materials: C1CCOC1, COC(=O)c1cccc(-c2cc(C(C)(C)S(C)(=O)=O)cc3cccnc23)c1, Cl, [Li+], [OH-]. Product: CC(C)(c1cc(-c2cccc(C(=O)O)c2)c2ncccc2c1)S(C)(=O)=O. The reactants are Cn1c(Br)nc2c1c(=O)[nH]c(=O)n2C, CCCCCC(Cl)CCCCC(C)OC(C)=O, CS(C)=O, [H-], [Na+]. Product: CC(=O)OC(C)CCCCn1c(=O)c2c(nc(Br)n2C)n(C)c1=O. As a reaction SMILES: [Br:3][c:4]1[n:5][c:6]2[n:7]([CH3:16])[c:8](=[O:15])[nH:9][c:10](=[O:14])[c:11]2[n:12]1[CH3:13].[C:17]([CH3:18])(=[O:19])[O:20][CH:21]([CH2:22][CH2:23][CH2:24][CH2:25][CH:26]([Cl:27])[CH2:28][CH2:29][CH2:30][CH2:31][CH3:32])[CH3:33].[CH3:34][S:35]([CH3:36])=[O:37].[H-:1].[Na+:2]>>[Br:3][c:4]1[n:5][c:6]2[n:7]([CH3:16])[c:8](=[O:15])[n:9]([CH2:25][CH2:24][CH2:23][CH2:22][CH:21]([O:20][C:17]([CH3:18])=[O:19])[CH3:33])[c:10](=[O:14])[c:11]2[n:12]1[CH3:13]. The reactants are CC12CC(=O)C3C(CCC4CC(O)CCC43C)C1CCC2C(=O)CBr, C1COCCN1, C1CCOC1. The product is CC12CC(=O)C3C(CCC4CC(O)CCC43C)C1CCC2C(=O)CN1CCOCC1. Reaction SMILES: [Br:1][CH2:2][C:3]([CH:4]1[CH2:5][CH2:6][CH:7]2[CH:8]3[CH2:9][CH2:10][CH:11]4[CH2:12][CH:13]([OH:24])[CH2:14][CH2:15][C:16]4([CH3:17])[CH:18]3[C:19](=[O:23])[CH2:20][C:21]12[CH3:22])=[O:25].[CH2:26]1[CH2:27][O:28][CH2:29][CH2:30][NH:31]1.[O:32]1[CH2:33][CH2:34][CH2:35][CH2:36]1>>[CH2:2]([C:3]([CH:4]1[CH2:5][CH2:6][CH:7]2[CH:8]3[CH2:9][CH2:10][CH:11]4[CH2:12][CH:13]([OH:24])[CH2:14][CH2:15][C:16]4([CH3:17])[CH:18]3[C:19](=[O:23])[CH2:20][C:21]12[CH3:22])=[O:25])[N:31]1[CH2:26][CH2:27][O:28][CH2:29][CH2:30]1. As a reaction SMILES: [CH3:36][OH:37].[CH:1]1([N:7]([C:8]([CH2:9][CH2:10][CH:11]([CH2:12][c:13]2[c:14]([N+:26]([O-:27])=[O:28])[cH:15][cH:16][c:17]([O:19][c:20]3[cH:21][cH:22][cH:23][cH:24][cH:25]3)[cH:18]2)[C:29]#[N:30])=[O:31])[CH3:32])[CH2:2][CH2:3][CH2:4][CH2:5][CH2:6]1.[Cl-:33].[NH4+:34].[Zn:35]>>[CH:1]1([N:7]([C:8]([CH2:9][CH2:10][CH:11]([CH2:12][c:13]2[c:14]([NH2:26])[cH:15][cH:16][c:17]([O:19][c:20]3[cH:21][cH:22][cH:23][cH:24][cH:25]3)[cH:18]2)[C:29]#[N:30])=[O:31])[CH3:32])[CH2:2][CH2:3][CH2:4][CH2:5][CH2:6]1. Yields the product CN(C(=O)CCC(C#N)Cc1cc(Oc2ccccc2)ccc1N)C1CCCCC1. Starting materials: CO, CN(C(=O)CCC(C#N)Cc1cc(Oc2ccccc2)ccc1[N+](=O)[O-])C1CCCCC1, [Cl-], [NH4+], [Zn]. The reactants are COC(=O)CCn1c(=O)n2n(c1=O)C(C(=O)O)C=CC2, CO, Cl, [Na+], [OH-]. Product: O=C(O)CCn1c(=O)n2n(c1=O)C(C(=O)O)C=CC2. Reaction SMILES: [C:1](=[O:2])([OH:3])[CH:4]1[n:5]2[n:6]([c:10](=[O:20])[n:11]([CH2:14][CH2:15][C:16](=[O:17])[O:18][CH3:19])[c:12]2=[O:13])[CH2:7][CH:8]=[CH:9]1.[CH3:24][OH:25].[ClH:23].[Na+:22].[OH-:21]>>[C:1](=[O:2])([OH:3])[CH:4]1[n:5]2[n:6]([c:10](=[O:20])[n:11]([CH2:14][CH2:15][C:16](=[O:17])[OH:18])[c:12]2=[O:13])[CH2:7][CH:8]=[CH:9]1. Yields the product C(C)(C)(C)OC(C(=O)O)C1=C(C2=CC(=CC=C2C=C1C)CC(C)C)C1=CC=C(C=C1)Cl (2-tert-butoxy-2-(1-(4-chlorophenyl)-7-isobutyl-3-methylnaphthalen-2-yl)acetic acid). Reported procedure: 2-tert-Butoxy-2-(1-(4-chlorophenyl)-7-isobutyl-3-methylnaphthalen-2-yl)acetic acid (94) was prepared using the procedure of Example 87 from 2-tert-butoxy-2-(1-(4-chlorophenyl)-3-methyl-7-(2-methylprop-1-enyl)naphthalen-2-yl)acetic acid. 1H-NMR: 400 MHz, (CD3OD) δ: 7.66 (m, 3H), 7.55 (m, 2H), 7.28 (m, 2H), 6.97 (s, 1H), 5.13 (s, 1H), 2.59 (s, 3H), 2.44 (d, J=7 Hz, 2H), 0.96 (s, 9H), 0.83 (m, 6H). HPLC (Kinetex 2.6u, 50×4.6 mm, 2-100% MeCN/H2O+0.05% HOAc, 4.0 min run): tR (min)=3.03. As a reaction SMILES: [C:1]([O:5][CH:6]([C:10]1[C:19]([CH3:20])=[CH:18][C:17]2[C:12](=[CH:13][C:14]([CH:21]=[C:22]([CH3:24])[CH3:23])=[CH:15][CH:16]=2)[C:11]=1[C:25]1[CH:30]=[CH:29][C:28]([Cl:31])=[CH:27][CH:26]=1)[C:7]([OH:9])=[O:8])([CH3:4])([CH3:3])[CH3:2]>CC#N.O>[C:1]([O:5][CH:6]([C:10]1[C:19]([CH3:20])=[CH:18][C:17]2[C:12](=[CH:13][C:14]([CH2:21][CH:22]([CH3:23])[CH3:24])=[CH:15][CH:16]=2)[C:11]=1[C:25]1[CH:26]=[CH:27][C:28]([Cl:31])=[CH:29][CH:30]=1)[C:7]([OH:9])=[O:8])([CH3:3])([CH3:4])[CH3:2] |f:1.2|. Starting materials: C(C)(C)(C)OC(C(=O)O)C1=C(C2=CC(=CC=C2C=C1C)C=C(C)C)C1=CC=C(C=C1)Cl (2-tert-butoxy-2-(1-(4-chlorophenyl)-3-methyl-7-(2-methylprop-1-enyl)naphthalen-2-yl)acetic acid), 2.6u. Solvent: CC#N.O (MeCN H2O). The reactants are C(C)N1C(=C(C2=CC=CC=C12)C(=O)C1=C(C(=O)O)C=CC=C1)C (2-(1-ethyl-2-methyl-3-indolylcarbonyl)benzoic acid), N(C1=CC=CC=C1)C1=C(C(=O)OC)C=CC=C1 (methyl 2-anilinobenzoate). Product: C(C)N1C(=C(C2=CC=CC=C12)C1(OC(=O)C2=CC=CC=C12)N(C1=CC=CC=C1)C1=C(C=CC=C1)C(=O)OC)C (3-(1-ethyl-2-methyl-3-indolyl)-3-[N-(2-methoxycarbonylphenyl)-N-phenylamino]phthalide). Isolated yield 7.7%. Reaction SMILES: [CH2:1]([N:3]1[C:11]2[C:6](=[CH:7][CH:8]=[CH:9][CH:10]=2)[C:5]([C:12]([C:14]2[CH:22]=[CH:21][CH:20]=[CH:19][C:15]=2[C:16]([OH:18])=O)=[O:13])=[C:4]1[CH3:23])[CH3:2].[NH:24]([C:31]1[CH:40]=[CH:39][CH:38]=[CH:37][C:32]=1[C:33]([O:35][CH3:36])=[O:34])[C:25]1[CH:30]=[CH:29][CH:28]=[CH:27][CH:26]=1>>[CH2:1]([N:3]1[C:11]2[C:6](=[CH:7][CH:8]=[CH:9][CH:10]=2)[C:5]([C:12]2([N:24]([C:31]3[CH:40]=[CH:39][CH:38]=[CH:37][C:32]=3[C:33]([O:35][CH3:36])=[O:34])[C:25]3[CH:26]=[CH:27][CH:28]=[CH:29][CH:30]=3)[C:14]3[C:15](=[CH:19][CH:20]=[CH:21][CH:22]=3)[C:16](=[O:18])[O:13]2)=[C:4]1[CH3:23])[CH3:2]. Procedure details: Following a procedure similar to that described in Example 1A but employing 3.1 g of 2-(1-ethyl-2-methyl-3-indolylcarbonyl)benzoic acid and 2.3 g of methyl 2-anilinobenzoate there was obtained 0.4 g of 3-(1-ethyl-2-methyl-3-indolyl)-3-[N-(2-methoxycarbonylphenyl)-N-phenylamino]phthalide, m.p. 80°-115° C. A toluene solution of the product contacted with acidic clay or phenolic resin developed a pink-colored image.